This data is from the Open Reaction Database (ORD), a public repository of structured organic reaction records. The task is: describe an organic reaction: reactants, conditions, products, and yield The reactants are COC1=CC=C2C=CC(=CC2=C1)S(=O)(=O)N[C@@H](CCCNC(N)=N)C(=O)N1C(CSCC1)C(=O)OCC (ethyl 4-[N2 -(7-methoxy-2-naphthalenesulfonyl)-L-arginyl]thiomorpholine-3-carboxylate). The solvent is CO (methanol), [OH-].[Na+] (sodium hydroxide). Reaction conditions: time 24 hour. Yields the product COC1=CC=C2C=CC(=CC2=C1)S(=O)(=O)N[C@@H](CCCNC(N)=N)C(=O)N1C(CSCC1)C(=O)O (4-[N2 -(7-methoxy-2-naphthalenesulfonyl)-L-arginyl]thiomorpholine-3-carboxylic acid). Isolated yield 68.5%. As a reaction SMILES: [CH3:1][O:2][C:3]1[CH:12]=[C:11]2[C:6]([CH:7]=[CH:8][C:9]([S:13]([NH:16][C@H:17]([C:25]([N:27]3[CH2:32][CH2:31][S:30][CH2:29][CH:28]3[C:33]([O:35]CC)=[O:34])=[O:26])[CH2:18][CH2:19][CH2:20][NH:21][C:22](=[NH:24])[NH2:23])(=[O:15])=[O:14])=[CH:10]2)=[CH:5][CH:4]=1>CO.[OH-].[Na+]>[CH3:1][O:2][C:3]1[CH:12]=[C:11]2[C:6]([CH:7]=[CH:8][C:9]([S:13]([NH:16][C@H:17]([C:25]([N:27]3[CH2:32][CH2:31][S:30][CH2:29][CH:28]3[C:33]([OH:35])=[O:34])=[O:26])[CH2:18][CH2:19][CH2:20][NH:21][C:22](=[NH:23])[NH2:24])(=[O:14])=[O:15])=[CH:10]2)=[CH:5][CH:4]=1 |f:2.3|. Procedure: A solution of 2 g of ethyl 4-[N2 -(7-methoxy-2-naphthalenesulfonyl)-L-arginyl]thiomorpholine-3-carboxylate in 15 ml of methanol and 4 ml of 2N sodium hydroxide solution was warmed to 50° C and held at that temperature for 24 hours. At the end of this period, the reaction mixture was concentrated and chromatographed on 200 ml of Daiaion® SK 102 ion exchange resin (200-300 mesh, H+ form, manufactured by Mitsubishi Chemical Industries Limited) packed in water, washed with ethanol-water (1:4) and el... Reaction SMILES: [CH3:1][CH2:2][O:3][C:4]1[CH:9]=[CH:8][CH:7]=[C:6]([NH2:10])[CH:5]=1.[OH-].[K+].I[C:14]1[CH:22]=[CH:21][CH:20]=[CH:19][C:15]=1[C:16]([OH:18])=[O:17]>[Cu].O>[CH2:2]([O:3][C:4]1[CH:5]=[C:6]([NH:10][C:14]2[CH:22]=[CH:21][CH:20]=[CH:19][C:15]=2[C:16]([OH:18])=[O:17])[CH:7]=[CH:8][CH:9]=1)[CH3:1] |f:1.2|. Yields the product C(C)OC=1C=C(C=CC1)NC1=C(C(=O)O)C=CC=C1 (2-(3-Ethoxy-phenylamino)-benzoic acid). Reactants: CCOC1=CC(=CC=C1)N (m-Phenetidine), [OH-].[K+] (KOH), IC1=C(C(=O)O)C=CC=C1 (2-iodobenzoic acid). Reagents/catalysts: [Cu] (copper). Run at time 16 hour. Procedure details: m-Phenetidine (5 ml, 38.7 mmol) is added to a solution of KOH (7.385 g, 131.6 mmol), water (77 ml) and 2-iodobenzoic acid (9.6 g, 38.7 mmol). Powdered copper (77 mg, 1.22 μmol) is added and the mixture is refluxed under stirring over night (16 h). Solvent: O (water). The reactants are COC(=O)C=1N=CC2=CC(=CC=C2C1O)CC1=CC=CC=C1 (7-benzyl-4-hydroxy-isoquinoline-3-carboxylic acid methyl ester), BrN1C(CCC1=O)=O (N-bromosuccinimide). Run in CC#N (MeCN). Conditions: time 4 day. Product: COC(=O)C=1N=C(C2=CC(=CC=C2C1O)CC1=CC=CC=C1)Br (7-Benzyl-1-bromo-4-hydroxy-isoquinoline-3-carboxylic acid methyl ester). Yield: 12.9%. RXN SMILES: [CH3:1][O:2][C:3]([C:5]1[N:6]=[CH:7][C:8]2[C:13]([C:14]=1[OH:15])=[CH:12][CH:11]=[C:10]([CH2:16][C:17]1[CH:22]=[CH:21][CH:20]=[CH:19][CH:18]=1)[CH:9]=2)=[O:4].[Br:23]N1C(=O)CCC1=O>CC#N>[CH3:1][O:2][C:3]([C:5]1[N:6]=[C:7]([Br:23])[C:8]2[C:13]([C:14]=1[OH:15])=[CH:12][CH:11]=[C:10]([CH2:16][C:17]1[CH:22]=[CH:21][CH:20]=[CH:19][CH:18]=1)[CH:9]=2)=[O:4]. Reported procedure: A mixture of 7-benzyl-4-hydroxy-isoquinoline-3-carboxylic acid methyl ester (1 mmol, 293 mg), N-bromosuccinimide (1.2 mmol, 214 mg) and anhydrous MeCN (10 mL) was stirred at ambient temperature for 4 days before silica gel was added and the mixture was concentrated in vacuo. The residue was added on top of a chromatography column filled with silica gel. Elution with hexanes:ethyl acetate=75:25 gave the title compound as an off-white solid (48 mg); MS-(+)-ion: M+1, 79Br/81Br=372.4 and 374.4. Starting materials: CO (Methanol), CC(C(=O)NOC1OCCCC1)(CCN1C(C=C(C=C1)C1=CC=C(C=C1)OC1=NC=CC=C1)=O)S(=O)(=O)C (2-methyl-2-(methylsulfonyl)-4-{2-oxo-4-[4-(pyridin-2-yloxy)phenyl]pyridin-1(2H)-yl}-N-(tetrahydro-2H-pyran-2-yloxy)butanamide). Solvent: Cl (hydrochloric acid), O1CCOCC1 (1,4-dioxane). Reaction conditions: time 1 hour. The product is ONC(C(CCN1C(C=C(C=C1)C1=CC=C(C=C1)OC1=NC=CC=C1)=O)(S(=O)(=O)C)C)=O (N-Hydroxy-2-methyl-2-(methylsulfonyl)-4-{2-oxo-4-[4-(pyridin-2-yloxy)phenyl]pyridin-1(2H)-yl}butanamide). The yield is 94.2%. RXN SMILES: CO.[CH3:3][C:4]([S:37]([CH3:40])(=[O:39])=[O:38])([CH2:15][CH2:16][N:17]1[CH:22]=[CH:21][C:20]([C:23]2[CH:28]=[CH:27][C:26]([O:29][C:30]3[CH:35]=[CH:34][CH:33]=[CH:32][N:31]=3)=[CH:25][CH:24]=2)=[CH:19][C:18]1=[O:36])[C:5]([NH:7][O:8]C1CCCCO1)=[O:6]>Cl.O1CCOCC1>[OH:8][NH:7][C:5](=[O:6])[C:4]([CH3:3])([S:37]([CH3:40])(=[O:39])=[O:38])[CH2:15][CH2:16][N:17]1[CH:22]=[CH:21][C:20]([C:23]2[CH:24]=[CH:25][C:26]([O:29][C:30]3[CH:35]=[CH:34][CH:33]=[CH:32][N:31]=3)=[CH:27][CH:28]=2)=[CH:19][C:18]1=[O:36]. Procedure: Methanol (25 mL) was added to a solution of 2-methyl-2-(methylsulfonyl)-4-{2-oxo-4-[4-(pyridin-2-yloxy)phenyl]pyridin-1(2H)-yl}-N-(tetrahydro-2H-pyran-2-yloxy)butanamide (212 mg, 0.39 mmol) in 4.0 M hydrochloric acid in 1,4-dioxane (4.9 mL) at room temperature. After 1 h, the reaction was concentrated under reduced pressure. The resulting residue was triturated with 10:1 diethyl ether-methanol, filtered, and dried under reduced pressure to provide a white solid (168 mg, 88%). LCMS m/z 458.6 (M+1... Starting materials: OCCc1ccccc1Br, COc1ccccc1-c1ccc2c(c1)C(C(C)OS(C)(=O)=O)=CC(C)(C)N2C(=O)OC(C)(C)C, C[Si](C)(C)[N-][Si](C)(C)C, CS(C)=O, [Na+]. The product is COc1ccccc1-c1ccc2c(c1)C(C(C)OCCc1ccccc1Br)=CC(C)(C)N2C(=O)OC(C)(C)C. As a reaction SMILES: [Br:1][c:2]1[c:3]([CH2:4][CH2:5][OH:6])[cH:7][cH:8][cH:9][cH:10]1.[C:21]([CH3:22])([CH3:23])([CH3:24])[O:25][C:26](=[O:27])[N:28]1[C:29]([CH3:53])([CH3:54])[CH:30]=[C:31]([CH:46]([CH3:47])[O:48][S:49]([CH3:50])(=[O:51])=[O:52])[c:32]2[cH:33][c:34](-[c:38]3[c:39]([O:44][CH3:45])[cH:40][cH:41][cH:42][cH:43]3)[cH:35][cH:36][c:37]21.[CH3:11][Si:12]([N-:13][Si:14]([CH3:15])([CH3:16])[CH3:17])([CH3:18])[CH3:19].[CH3:55][S:56]([CH3:57])=[O:58].[Na+:20]>>[Br:1][c:2]1[c:3]([CH2:4][CH2:5][O:6][CH:46]([C:31]2=[CH:30][C:29]([CH3:53])([CH3:54])[N:28]([C:26]([O:25][C:21]([CH3:22])([CH3:23])[CH3:24])=[O:27])[c:37]3[c:32]2[cH:33][c:34](-[c:38]2[c:39]([O:44][CH3:45])[cH:40][cH:41][cH:42][cH:43]2)[cH:35][cH:36]3)[CH3:47])[cH:7][cH:8][cH:9][cH:10]1.